This data is from the Open Reaction Database (ORD), a public repository of structured organic reaction records. The task is: describe an organic reaction: reactants, conditions, products, and yield Starting materials: C(#N)C(C)C=1C=CC(=C(CN[C@@H]2[C@@H](NCCC2)C2=CC=CC=C2)C1)OC ((2S,3S)-3-(5-(1-cyanoethyl)-2-methoxybenzyl)amino-2-phenylpiperidine), Cl.CO (HCl MeOH). The solvent is C(Cl)Cl (CH2Cl2). The product is Cl.Cl.C(#N)C(C)C=1C=CC(=C(CN[C@@H]2[C@@H](NCCC2)C2=CC=CC=C2)C1)OC ((2S,3S)-3-(5-(1-cyanoethyl)-2-methoxybenzyl)amino-2-phenylpiperidine Dihydrochloride). Isolated yield 36.0%. RXN SMILES: [C:1]([CH:3]([C:5]1[CH:6]=[CH:7][C:8]([O:25][CH3:26])=[C:9]([CH:24]=1)[CH2:10][NH:11][C@H:12]1[CH2:17][CH2:16][CH2:15][NH:14][C@H:13]1[C:18]1[CH:23]=[CH:22][CH:21]=[CH:20][CH:19]=1)[CH3:4])#[N:2].[ClH:27].CO>C(Cl)Cl>[ClH:27].[ClH:27].[C:1]([CH:3]([C:5]1[CH:6]=[CH:7][C:8]([O:25][CH3:26])=[C:9]([CH:24]=1)[CH2:10][NH:11][C@H:12]1[CH2:17][CH2:16][CH2:15][NH:14][C@H:13]1[C:18]1[CH:19]=[CH:20][CH:21]=[CH:22][CH:23]=1)[CH3:4])#[N:2] |f:1.2,4.5.6|. Procedure: To a solution of Compound 19 in CH2Cl2 (10 ml) was added an excess amount of 10% HCl-MeOH (6 ml). After the solvent was evaporated in vacuo, the residual solid was recrystallized from IPA to give Compound 20 (90 mg, 36%; three steps) as a colorless crystal. Starting materials: COC(C[C@@H]1COC2=C1C=CC(=C2)O[C@@H]2CCC1=C(C(=CC=C21)C(F)(F)F)Br)=O ({(S)-6-[(R)-4-bromo-5-trifluoromethyl-indan-1-yloxy]-2,3-dihydrobenzofuran-3-yl}-acetic acid methyl ester), N1(CCOCC1)C[B-](F)(F)F.[K+] (potassium (morpholin-4-yl)methyltrifluoroborate), Intermediate 9. The product is COC(C[C@@H]1COC2=C1C=CC(=C2)O[C@@H]2CCC1=C(C(=CC=C21)C(F)(F)F)CN2CCOCC2)=O ({(S)-6-[(R)-4-Morpholin-4-ylmethyl-5-trifluoromethyl-indan-1-yloxy]-2,3-dihydrobenzofuran-3-yl}-acetic acid methyl ester). RXN SMILES: [CH3:1][O:2][C:3](=[O:29])[CH2:4][C@H:5]1[C:9]2[CH:10]=[CH:11][C:12]([O:14][C@H:15]3[C:23]4[C:18](=[C:19](Br)[C:20]([C:24]([F:27])([F:26])[F:25])=[CH:21][CH:22]=4)[CH2:17][CH2:16]3)=[CH:13][C:8]=2[O:7][CH2:6]1.[N:30]1([CH2:36][B-](F)(F)F)[CH2:35][CH2:34][O:33][CH2:32][CH2:31]1.[K+]>>[CH3:1][O:2][C:3](=[O:29])[CH2:4][C@H:5]1[C:9]2[CH:10]=[CH:11][C:12]([O:14][C@H:15]3[C:23]4[C:18](=[C:19]([CH2:36][N:30]5[CH2:35][CH2:34][O:33][CH2:32][CH2:31]5)[C:20]([C:24]([F:27])([F:26])[F:25])=[CH:21][CH:22]=4)[CH2:17][CH2:16]3)=[CH:13][C:8]=2[O:7][CH2:6]1 |f:1.2|. Procedure details: The title compound is prepared from {(S)-6-[(R)-4-bromo-5-trifluoromethyl-indan-1-yloxy]-2,3-dihydrobenzofuran-3-yl}-acetic acid methyl ester and potassium (morpholin-4-yl)methyltrifluoroborate following a procedure analogous to that described in Step 1 of Intermediate 9.